This data is from the Open Reaction Database (ORD), a public repository of structured organic reaction records. The task is: describe an organic reaction: reactants, conditions, products, and yield Starting materials: OC=C1C(NC2=CC(=CC=C12)C1=CC(=CC=C1)OC)=O (3-hydroxymethylene-6-(3-methoxy-phenyl)-1,3-dihydro-indol-2-one), N1(CCOCC1)C1=CC=C(C=C1)N (4-morpholin-4-yl-phenylamine). Solvent: O1CCCC1 (tetrahydrofuran). The product is COC=1C=C(C=CC1)C1=CC=C2C(C(NC2=C1)=O)=CNC1=CC=C(C=C1)N1CCOCC1 (6-(3-Methoxy-phenyl)-3-{[4-morpholin-4-yl-phenylamino)-methylene]-1,3-dihydro-indol-2-one). RXN SMILES: O[CH:2]=[C:3]1[C:11]2[C:6](=[CH:7][C:8]([C:12]3[CH:17]=[CH:16][CH:15]=[C:14]([O:18][CH3:19])[CH:13]=3)=[CH:9][CH:10]=2)[NH:5][C:4]1=[O:20].[N:21]1([C:27]2[CH:32]=[CH:31][C:30]([NH2:33])=[CH:29][CH:28]=2)[CH2:26][CH2:25][O:24][CH2:23][CH2:22]1>O1CCCC1>[CH3:19][O:18][C:14]1[CH:13]=[C:12]([C:8]2[CH:7]=[C:6]3[C:11]([C:3](=[CH:2][NH:33][C:30]4[CH:29]=[CH:28][C:27]([N:21]5[CH2:22][CH2:23][O:24][CH2:25][CH2:26]5)=[CH:32][CH:31]=4)[C:4](=[O:20])[NH:5]3)=[CH:10][CH:9]=2)[CH:17]=[CH:16][CH:15]=1. Procedure details: The named compound is prepared by refluxing 0.020 gms E & Z 3-hydroxymethylene-6-(3-methoxy-phenyl)-1,3-dihydro-indol-2-one with 0.020 gms. 4-morpholin-4-yl-phenylamine in tetrahydrofuran (0.33 mL) for 2 days. Following cooling to room temperature, solvent evaporation in vacuo, trituration with isopropanol and filtration the reaction yields the named compound as a solid in the amount of 15.7 mg. The reactants are BrC1=CC=C(C=C1)CCO (2-(4-bromophenyl)ethanol), [H-].[Na+] (sodium hydride), O (water), C(C1=CC=CC=C1)Br (benzyl bromide). The solvent is CN(C=O)C (N,N-dimethylformamide). Conditions: time 15 minute. Product: C(C1=CC=CC=C1)OCCC1=CC=C(C=C1)Br (1-[2-(benzyloxy)ethyl]-4-bromobenzene). As a reaction SMILES: [Br:1][C:2]1[CH:7]=[CH:6][C:5]([CH2:8][CH2:9][OH:10])=[CH:4][CH:3]=1.[H-].[Na+].[CH2:13](Br)[C:14]1[CH:19]=[CH:18][CH:17]=[CH:16][CH:15]=1.O>CN(C)C=O>[CH2:13]([O:10][CH2:9][CH2:8][C:5]1[CH:6]=[CH:7][C:2]([Br:1])=[CH:3][CH:4]=1)[C:14]1[CH:19]=[CH:18][CH:17]=[CH:16][CH:15]=1 |f:1.2|. Procedure: To a solution of 2-(4-bromophenyl)ethanol (1.0 g) in N,N-dimethylformamide (25 mL) was added 55% sodium hydride (0.26 g) under ice-cooling, and the mixture was stirred at the same temperature for 15 minutes. To this mixture was added benzyl bromide (0.77 mL) at the same temperature, and the mixture was stirred at the same temperature for 15 minutes, and stirred at room temperature for 30 minutes. The reaction mixture was poured into water, and the resulting mixture was extracted with diethyl eth...